Dataset: the Open Reaction Database (ORD), a public repository of structured organic reaction records. Task: describe an organic reaction: reactants, conditions, products, and yield The reactants are BrC=1C=C(C(=O)O)C=CC1 (3-bromo benzoic acid), S(O)(O)(=O)=O (sulfuric acid), C(C)(C)O (isopropanol). Run in O (water). Product: C(C)(C)OC(C1=CC(=CC=C1)Br)=O (3-Bromo-benzoic acid isopropyl ester). The yield is 88.0%. As a reaction SMILES: [Br:1][C:2]1[CH:3]=[C:4]([CH:8]=[CH:9][CH:10]=1)[C:5]([OH:7])=[O:6].S(=O)(=O)(O)O.[CH:16](O)([CH3:18])[CH3:17]>O>[CH:16]([O:6][C:5](=[O:7])[C:4]1[CH:8]=[CH:9][CH:10]=[C:2]([Br:1])[CH:3]=1)([CH3:18])[CH3:17]. Reported procedure: A solution of 3-bromo benzoic acid (Aldrich, 2.4 g, 11.9 mmol) in isopropanol (20 mL) was treated with 1 mL of concentrated sulfuric acid and the resulting reaction mixture was refluxed overnight. The reaction mixture was then cooled to ambient temperature and diluted with water and extracted with diethyl ether. The organic phase was dried over anhydrous sodium sulfate, filtered and evaporated to an oil that was subjected to flash column chromatography over silica gel (230–400 mesh) using 10% et...